describe an organic reaction: reactants, conditions, products, and yield From a dataset of the Open Reaction Database (ORD), a public repository of structured organic reaction records. The reactants are [N+](=O)([O-])C1=CC=C2C3CCCCC3N3C2=C1C(C(=C3)C(=O)O)=O (3-nitro-7a,8,9,10,11,11a-hexahydro-4-oxo-4H-pyrido[3,2,1-jk]carbazol-5-carboxylic acid). Reagents/catalysts: [Ni] (Raney nickel). Run in [OH-].[K+] (potassium hydroxide). Yields the product NC1=CC=C2C3CCCCC3N3C2=C1C(C(=C3)C(=O)O)=O (3-amino-7a,8,9,10,11,11a-hexahydro-4-oxo-4H-pyrido[3,2,1-jk]carbazol-5-carboxylic acid). Yield: 68.2%. Reaction SMILES: [N+:1]([C:4]1[C:16]2[C:17](=[O:23])[C:18]([C:20]([OH:22])=[O:21])=[CH:19][N:14]3[C:15]=2[C:7]([CH:8]2[CH:13]3[CH2:12][CH2:11][CH2:10][CH2:9]2)=[CH:6][CH:5]=1)([O-])=O>[OH-].[K+].[Ni]>[NH2:1][C:4]1[C:16]2[C:17](=[O:23])[C:18]([C:20]([OH:22])=[O:21])=[CH:19][N:14]3[C:15]=2[C:7]([CH:8]2[CH:13]3[CH2:12][CH2:11][CH2:10][CH2:9]2)=[CH:6][CH:5]=1 |f:1.2|. Procedure: 6 g of 3-nitro-7a,8,9,10,11,11a-hexahydro-4-oxo-4H-pyrido[3,2,1-jk]carbazol-5-carboxylic acid was dissolved in 100 ml of a 2% aqueous potassium hydroxide solution and the solution was catalytically reduced by the Parr method (3 kg/cm2) in the presence of 5 g of Raney nickel. After completion of the reduction, the mixture was filtered and the filter cake on the filter paper was washed with water and the combined filtrate and the washing was rendered neutral with glacial acetic acid to precipitate... Starting materials: COC1=C(C=CC=C1)C1=NN2C(C=C(C=C2)N)=N1 (2-(2-methoxyphenyl)-[1,2,4]triazolo[1,5-a]pyridin-7-amine), C(C)OC(=O)C=1C=NN(C1C(=O)O)C (4-(ethoxycarbonyl)-1-methyl-1H-pyrazole-5-carboxylic acid). The product is C(C)OC(=O)C=1C=NN(C1C(NC1=CC=2N(C=C1)N=C(N2)C2=C(C=CC=C2)OC)=O)C (5-[2-(2-methoxy-phenyl)-[1,2,4]triazolo[1,5-a]pyridin-7-ylcarbamoyl]-1-methyl-1H-pyrazole-4-carboxylic acid ethyl ester). Yield: 64.2%. RXN SMILES: [CH3:1][O:2][C:3]1[CH:8]=[CH:7][CH:6]=[CH:5][C:4]=1[C:9]1[N:18]=[C:12]2[CH:13]=[C:14]([NH2:17])[CH:15]=[CH:16][N:11]2[N:10]=1.[CH2:19]([O:21][C:22]([C:24]1[CH:25]=[N:26][N:27]([CH3:32])[C:28]=1[C:29](O)=[O:30])=[O:23])[CH3:20]>>[CH2:19]([O:21][C:22]([C:24]1[CH:25]=[N:26][N:27]([CH3:32])[C:28]=1[C:29](=[O:30])[NH:17][C:14]1[CH:15]=[CH:16][N:11]2[N:10]=[C:9]([C:4]3[CH:5]=[CH:6][CH:7]=[CH:8][C:3]=3[O:2][CH3:1])[N:18]=[C:12]2[CH:13]=1)=[O:23])[CH3:20]. Reported procedure: The product was prepared in the same manner as described in example 28 using 2-(2-methoxyphenyl)-[1,2,4]triazolo[1,5-a]pyridin-7-amine (365 mg, 1.52 mmol) and 4-(ethoxycarbonyl)-1-methyl-1H-pyrazole-5-carboxylic acid (331 mg, 1.67 mmol) as starting material. The reaction affords 5-[2-(2-methoxy-phenyl)-[1,2,4]triazolo[1,5-a]pyridin-7-ylcarbamoyl]-1-methyl-1H-pyrazole-4-carboxylic acid ethyl ester (410 mg, 64.2%) as white solid. MS: m/z=421.1 (M+H+). The reactants are CC=1NC2=C(N1)C=CC=C2 (2-methylbenzimidazole), ClC1=NC(=C2N=C(N(C2=N1)C)CN1CC2N(CC1)CCC2)N2CCOCC2 (racemic 4-(2-chloro-8-((hexahydropyrrolo[1,2-a]pyrazin-2(1H)-yl)methyl)-9-methyl-9H-purin-6-yl)morpholine). Yields the product C1[C@H]2N(CCN1CC=1N(C3=NC(=NC(=C3N1)N1CCOCC1)N1C(=NC3=C1C=CC=C3)C)C)CCC2 ((S)-4-(8-((hexahydropyrrolo[1,2-a]pyrazin-2(1H)-yl)methyl)-9-methyl-2-(2-methyl-1H-benzo[d]imidazol-1-yl)-9H-purin-6-yl)morpholine). As a reaction SMILES: [CH3:1][C:2]1[NH:3][C:4]2[CH:10]=[CH:9][CH:8]=[CH:7][C:5]=2[N:6]=1.Cl[C:12]1[N:20]=[C:19]2[C:15]([N:16]=[C:17]([CH2:22][N:23]3[CH2:28][CH2:27][N:26]4[CH2:29][CH2:30][CH2:31][CH:25]4[CH2:24]3)[N:18]2[CH3:21])=[C:14]([N:32]2[CH2:37][CH2:36][O:35][CH2:34][CH2:33]2)[N:13]=1>>[CH2:24]1[N:23]([CH2:22][C:17]2[N:18]([CH3:21])[C:19]3[C:15]([N:16]=2)=[C:14]([N:32]2[CH2:37][CH2:36][O:35][CH2:34][CH2:33]2)[N:13]=[C:12]([N:3]2[C:4]4[CH:10]=[CH:9][CH:8]=[CH:7][C:5]=4[N:6]=[C:2]2[CH3:1])[N:20]=3)[CH2:28][CH2:27][N:26]2[CH2:29][CH2:30][CH2:31][C@@H:25]12. Procedure details: Following General Procedure I for Buchwald coupling, 2-methylbenzimidazole and racemic 4-(2-chloro-8-((hexahydropyrrolo[1,2-a]pyrazin-2(1H)-yl)methyl)-9-methyl-9H-purin-6-yl)morpholine were reacted. The enantiomers were separated by SFC to give 415. LCMS m/z: 488.2 (MH+) Reactants: S1N=NC2=C1C=CC(=C2)C(CN2[C@@H](CCN1C2=NC(=CC1=O)Cl)C(F)(F)F)=O ((8S)-9-(2-benzo[1,2,3]thiadiazol-5-yl-2-oxoethyl)-2-chloro-8-trifluoromethyl-6,7,8,9-tetrahydropyrimido[1,2-a]pyrimidin-4-one), Cl.[C@@H]12OC[C@@H](NC1)C2 ((1S,4S)-2-oxa-5-azabicyclo[2.2.1]heptane hydrochloride). Product: S1N=NC2=C1C=CC(=C2)C(CN2[C@@H](CCN1C2=NC(=CC1=O)N1[C@@H]2CO[C@H](C1)C2)C(F)(F)F)=O ((8S)-9-(2-benzo[1,2,3]thiadiazol-5-yl-2-oxoethyl)-2-(1S,4S)-2-oxa-5-azabicyclo[2.2.1]hept-5-yl-8-trifluoromethyl-6,7,8,9-tetrahydropyrimido[1,2-a]pyrimidin-4-one). RXN SMILES: [S:1]1[C:5]2[CH:6]=[CH:7][C:8]([C:10](=[O:28])[CH2:11][N:12]3[C:17]4=[N:18][C:19](Cl)=[CH:20][C:21](=[O:22])[N:16]4[CH2:15][CH2:14][C@H:13]3[C:24]([F:27])([F:26])[F:25])=[CH:9][C:4]=2[N:3]=[N:2]1.Cl.[C@H:30]12[CH2:36][C@H:33]([NH:34][CH2:35]1)[CH2:32][O:31]2>>[S:1]1[C:5]2[CH:6]=[CH:7][C:8]([C:10](=[O:28])[CH2:11][N:12]3[C:17]4=[N:18][C:19]([N:34]5[CH2:35][C@@H:30]6[CH2:36][C@H:33]5[CH2:32][O:31]6)=[CH:20][C:21](=[O:22])[N:16]4[CH2:15][CH2:14][C@H:13]3[C:24]([F:27])([F:26])[F:25])=[CH:9][C:4]=2[N:3]=[N:2]1 |f:1.2|. Procedure details: 210 mg (0.49 mmol) of (8S)-9-(2-benzo[1,2,3]thiadiazol-5-yl-2-oxoethyl)-2-chloro-8-trifluoromethyl-6,7,8,9-tetrahydropyrimido[1,2-a]pyrimidin-4-one and 79.50 mg (0.58 mmol) of (1S,4S)-2-oxa-5-azabicyclo[2.2.1]heptane hydrochloride were used in the reaction. After purification by chromatography on silica gel (eluent: 60/40 DCM/MeOH), 100 mg of (8S)-9-(2-benzo[1,2,3]thiadiazol-5-yl-2-oxoethyl)-2-(1S,4S)-2-oxa-5-azabicyclo[2.2.1]hept-5-yl-8-trifluoromethyl-6,7,8,9-tetrahydropyrimido[1,2-a]pyrimidin... Reactants: IC1=C2C(=NC=C1)NN=C2 (4-iodo-1H-pyrazolo[3,4-b]pyridine), BrC=1C=C(C=C(C1)B1OC(C(O1)(C)C)(C)C)C(C#N)(C)C (2-(3-bromo-5-(4,4,5,5-tetramethyl-1,3,2-dioxaborolan-2-yl)phenyl)-2-methylpropanenitrile), aqueous solution, C([O-])([O-])=O.[Na+].[Na+] (sodium carbonate). The reagents and catalysts are C=1C=CC(=CC1)[P](C=2C=CC=CC2)(C=3C=CC=CC3)[Pd]([P](C=4C=CC=CC4)(C=5C=CC=CC5)C=6C=CC=CC6)([P](C=7C=CC=CC7)(C=8C=CC=CC8)C=9C=CC=CC9)[P](C=1C=CC=CC1)(C=1C=CC=CC1)C=1C=CC=CC1 (tetrakis(triphenylphosphine)palladium(0)). Solvent: COCCOC (ethylene glycol dimethyl ether). Yields the product BrC=1C=C(C=C(C1)C1=C2C(=NC=C1)NN=C2)C(C#N)(C)C (2-(3-bromo-5-(1H-pyrazolo[3,4-b]pyridin-4-yl)phenyl)-2-methylpropanenitrile). The yield is 77.0%. As a reaction SMILES: I[C:2]1[CH:7]=[CH:6][N:5]=[C:4]2[NH:8][N:9]=[CH:10][C:3]=12.[Br:11][C:12]1[CH:13]=[C:14]([C:27]([CH3:31])([CH3:30])[C:28]#[N:29])[CH:15]=[C:16](B2OC(C)(C)C(C)(C)O2)[CH:17]=1.C(=O)([O-])[O-].[Na+].[Na+]>COCCOC.C1C=CC([P]([Pd]([P](C2C=CC=CC=2)(C2C=CC=CC=2)C2C=CC=CC=2)([P](C2C=CC=CC=2)(C2C=CC=CC=2)C2C=CC=CC=2)[P](C2C=CC=CC=2)(C2C=CC=CC=2)C2C=CC=CC=2)(C2C=CC=CC=2)C2C=CC=CC=2)=CC=1>[Br:11][C:12]1[CH:13]=[C:14]([C:27]([CH3:31])([CH3:30])[C:28]#[N:29])[CH:15]=[C:16]([C:2]2[CH:7]=[CH:6][N:5]=[C:4]3[NH:8][N:9]=[CH:10][C:3]=23)[CH:17]=1 |f:2.3.4,^1:47,49,68,87|. Procedure: A suspension of 4-iodo-1H-pyrazolo[3,4-b]pyridine (116 mg, 0.47 mmol), 2-(3-bromo-5-(4,4,5,5-tetramethyl-1,3,2-dioxaborolan-2-yl)phenyl)-2-methylpropanenitrile (137 mg, 0.39 mmol), 2 M aqueous solution of sodium carbonate (0.79 ml, 1.58 mmol), tetrakis(triphenylphosphine)palladium(0) (5 mol %, 23 mg, 0.02 mmol), in ethylene glycol dimethyl ether (4 ml) was heated under microwave irradiation at 150° C. for 30 minutes. The mixture was cooled down to room temperature, filtered through a path of cel... Reactants: C1(=CC=CC=C1)C(O)(C1=CC=NS1)C1=CC=CC=C1 (α,α-diphenyl-5-isothiazolemethanol), chloro, N1N=CN=C1 (1,2,4-triazole). Yields the product C1(=CC=CC=C1)C(C1=CC=NS1)(N1N=CN=C1)C1=CC=CC=C1 (5-(Diphenyl-1H-1,2,4-triazol-1-ylmethyl)isothiazole). Yield: 28.0%. As a reaction SMILES: [C:1]1([C:7]([C:14]2[CH:19]=[CH:18][CH:17]=[CH:16][CH:15]=2)([C:9]2[S:13][N:12]=[CH:11][CH:10]=2)O)[CH:6]=[CH:5][CH:4]=[CH:3][CH:2]=1.[NH:20]1[CH:24]=[N:23][CH:22]=[N:21]1>>[C:1]1([C:7]([C:14]2[CH:19]=[CH:18][CH:17]=[CH:16][CH:15]=2)([N:20]2[CH:24]=[N:23][CH:22]=[N:21]2)[C:9]2[S:13][N:12]=[CH:11][CH:10]=2)[CH:6]=[CH:5][CH:4]=[CH:3][CH:2]=1. Procedure: Following the procedure of Example 1, 1.5 g of α,α-diphenyl-5-isothiazolemethanol were converted to the corresponding chloro compound and treated with 1.5 g of 1,2,4-triazole to provide 0.5 g of the title product, m.p. 235°-240° C.